The task is: describe an organic reaction: reactants, conditions, products, and yield. This data is from the Open Reaction Database (ORD), a public repository of structured organic reaction records. Starting materials: C(=O)([O-])[O-].[K+].[K+] (K2CO3), NC(=S)N (Thiourea), CC(C)([O-])C.[K+] (potassium tert-butoxide), ethyl chloroacetates, C(=O)OCC (ethyl formate). The solvent is O (water), C1CCOC1 (THF), chloroaldehyde, C1CCOC1 (THF), C1CCOC1 (THF). Run at temperature -2.5 celsius, time 3 hour. The product is NC=1SC(=CN1)C(=O)OCC (2-Amino-5-(ethoxycarbonyl)thiazole). Isolated yield 69.0%. RXN SMILES: C[C:2]([CH3:5])([O-])C.[K+].[CH:7]([O:9][CH2:10][CH3:11])=[O:8].[NH2:12][C:13]([NH2:15])=[S:14].C([O-])([O-])=O.[K+].[K+]>C1COCC1.O>[NH2:15][C:13]1[S:14][C:2]([C:7]([O:9][CH2:10][CH3:11])=[O:8])=[CH:5][N:12]=1 |f:0.1,4.5.6|. Reported procedure: To a -10° C. solution of potassium tert-butoxide (150 g, 1.3 mol) in THF (1.35 L) was added a solution of ethyl chloroacetates (139 mL, 1.3 mol) and ethyl formate (103 mL, 1.27 mol) in THF (150 mL) dropwise over 75 minutes, with good mechanical stirring. A THF rinse (25 mL) was added over 5 minutes. The thick solution was stirred another 3 hours at ca. -5 to 0° C., then the reaction was quenched by addition of a solution of NaCl (240 g) and conc. HCl (90 mL) in water (960 mL). The mixture was al... Reactants: COC=C(C=O)CCCC[C@H](CC)C ((S)-2-(methoxymethylidene)-7-methylnonanal), Cl.C(C)(C)OC1=CC=C(C(=N)N)C=C1 (4-isopropoxybenzamidine hydrochloride), solution, C[O-].[Na+] (sodium methylate). Solvent: CO (methanol), CO (methanol). Run at time 8 hour. Product: C(C)(C)OC1=CC=C(C=C1)C1=NC=C(C=N1)CCCC[C@H](CC)C ((S)-2-(4-isopropoxyphenyl)-5-(5-methylheptyl)pyrimidine). Yield: 58.6%. As a reaction SMILES: CO[CH:3]=[C:4]([CH2:7][CH2:8][CH2:9][CH2:10][C@@H:11]([CH3:14])[CH2:12][CH3:13])[CH:5]=O.Cl.[CH:16]([O:19][C:20]1[CH:28]=[CH:27][C:23]([C:24]([NH2:26])=[NH:25])=[CH:22][CH:21]=1)([CH3:18])[CH3:17].C[O-].[Na+]>CO>[CH:16]([O:19][C:20]1[CH:28]=[CH:27][C:23]([C:24]2[N:26]=[CH:3][C:4]([CH2:7][CH2:8][CH2:9][CH2:10][C@@H:11]([CH3:14])[CH2:12][CH3:13])=[CH:5][N:25]=2)=[CH:22][CH:21]=1)([CH3:18])[CH3:17] |f:1.2,3.4|. Reported procedure: A mixture of 23 g of (S)-2-(methoxymethylidene)-7-methylnonanal, 26.2 g of 4-isopropoxybenzamidine hydrochloride and 250 ml of absolute methanol was treated dropwise at 10° C. with 80 ml of a 5% solution of sodium methylate in methanol. The reaction mixture was stirred at room temperature overnight and subsequently made acid (pH 4-5) with concentrated hydrochloric acid, filtered and the filtrate was concentrated. The residue was taken up in 500 ml of dichloromethane, washed several times with wa... Reactants: CC(C(C)(C)O1)(C)OB1C2=CC=C(N(C)C3=C4C=CC=C3)C4=C2, BrC1=CC2=C(C=C1)C=CN2. The reagents and catalysts are CC(C)(C)C1=CC=C(C=C1)C2=CC=C(C=C2)C(C)(C)C, C(=O)([O-])[O-].[Na+].[Na+], C1=CC=C(C=C1)P(C2=CC=CC=C2)C3=CC=CC=C3.C1=CC=C(C=C1)P(C2=CC=CC=C2)C3=CC=CC=C3.C1=CC=C(C=C1)P(C2=CC=CC=C2)C3=CC=CC=C3.C1=CC=C(C=C1)P(C2=CC=CC=C2)C3=CC=CC=C3.[Pd]. The solvent is COCCOC, O (water), COCCOC. Reaction conditions: temperature 85 celsius, time 24 hour. Product: CN1C2=CC=C(C3=CC4=C(C=C3)C=CN4)C=C2C5=C1C=CC=C5. The yield is 41.0%.